This data is from the Open Reaction Database (ORD), a public repository of structured organic reaction records. The task is: describe an organic reaction: reactants, conditions, products, and yield Starting materials: O (water), NC1=CC2=C(C3=CC=CC=C3N=C2C=C1)C1=C(C=CC(=C1)C)C (2-Amino-9-(2,5-dimethylphenyl)acridine), ClC(=O)OCC (ethyl chloroformate), CN1CCOCC1 (N-methylmorpholine). Solvent: C(C)#N (acetonitrile). Reaction conditions: time 15 minute. The product is C(C)OC(=O)NC1=CC2=C(C3=CC=CC=C3N=C2C=C1)C1=C(C=CC(=C1)C)C (2-ethyloxycarbonylamino-9-(2,5-dimethylphenyl)acridine). Reaction SMILES: [NH2:1][C:2]1[CH:15]=[CH:14][C:13]2[C:4](=[C:5]([C:16]3[CH:21]=[C:20]([CH3:22])[CH:19]=[CH:18][C:17]=3[CH3:23])[C:6]3[C:11]([N:12]=2)=[CH:10][CH:9]=[CH:8][CH:7]=3)[CH:3]=1.Cl[C:25]([O:27][CH2:28][CH3:29])=[O:26].CN1CCOCC1.O>C(#N)C>[CH2:28]([O:27][C:25]([NH:1][C:2]1[CH:15]=[CH:14][C:13]2[C:4](=[C:5]([C:16]3[CH:21]=[C:20]([CH3:22])[CH:19]=[CH:18][C:17]=3[CH3:23])[C:6]3[C:11]([N:12]=2)=[CH:10][CH:9]=[CH:8][CH:7]=3)[CH:3]=1)=[O:26])[CH3:29]. Procedure details: 1.42 pbw of the compound 1d and 2.78 pbw of ethyl chloroformate were dissolved in 100 pbv of acetonitrile at 25° C. and 4.85 pbv of N-methylmorpholine were added. The temperature rose to 38° C. during this process. Stirring of the yellow solution was continued for 15 minutes, then it was poured into 400 pbv of water, and the mixture was stirred for 2 hours and the precipitated residue filtered off by suction. Yield: 1.3 pbw (72% of theory). Mp.: 200°-202° C. Reactants: CCC(C)(C)[O-].[Na+] (sodium tert-pentoxide), C(CCCCCCCCCCCCCCCCC)(=O)OC (methyl stearate), C(C)(=O)C1=CC=CC=C1 (Acetophenone). Solvent: Xylenes. Run at temperature 120 celsius, time 42 minute. The product is C(C1=CC=CC=C1)(=O)CCCCCCCCCCCCCCCCCC(=O)C (Benzoylstearoylmethane). As a reaction SMILES: [CH3:1][CH2:2][C:3]([O-:6])(C)[CH3:4].[Na+].[C:8](OC)(=O)[CH2:9][CH2:10][CH2:11][CH2:12][CH2:13][CH2:14][CH2:15][CH2:16][CH2:17][CH2:18][CH2:19][CH2:20][CH2:21]CCCC.[C:29]([C:32]1[CH:37]=[CH:36][CH:35]=[CH:34][CH:33]=1)(=[O:31])[CH3:30]>>[C:29]([CH2:30][CH2:21][CH2:20][CH2:19][CH2:18][CH2:17][CH2:16][CH2:15][CH2:14][CH2:13][CH2:12][CH2:11][CH2:10][CH2:9][CH2:8][CH2:1][CH2:2][C:3]([CH3:4])=[O:6])(=[O:31])[C:32]1[CH:37]=[CH:36][CH:35]=[CH:34][CH:33]=1 |f:0.1|. Procedure details: Xylenes (dry, 180 mL), sodium tert-pentoxide (17.9 g; 0.163 mol), and methyl stearate (41.5 g; 0.139 mol) were placed into a four-necked, round bottom, half-liter flask equipped with a stirrer, a thermometer, and a reflux condenser with a distillation valve. The mixture was heated to 120° C. and kept at that temperature under a blanket of nitrogen. Acetophenone (15.0 g; 0.125 mol) was added slowly over a period of 30 minutes by means of a syringe pump. After 42 minutes, the distillation valve wa...